From a dataset of the Open Reaction Database (ORD), a public repository of structured organic reaction records. describe an organic reaction: reactants, conditions, products, and yield The reactants are BrC=1C=C(C(N(C1)C)=O)NC=1N=NN(C1)C (5-Bromo-1-methyl-3-(1-methyl-1H-1,2,3-triazol-4-ylamino)pyridin-2(1H)-one), C(C)(=O)OCC=1C(=NC=CC1B(O)O)N1C(C2=CC=3CC(CC3N2CC1)(C)C)=O ({3-[(Acetyloxy)methyl]-2-{4,4-dimethyl-9-oxo-1,10-diazatricyclo[6.4.0.02,6]dodeca-2(6),7-dien-10-yl}pyridin-4-yl}boronic Acid). Product: C(C)(=O)OCC=1C(=NC=CC1C1=CN(C(C(=C1)NC=1N=NN(C1)C)=O)C)N1C(C2=CC=3CC(CC3N2CC1)(C)C)=O ((2-{4,4-Dimethyl-9-oxo-1,10-diazatricyclo[6.4.0.02,6]dodeca-2(6),7-dien-10-yl}-4-{1-methyl-5-[(1-methyl-1H-1,2,3-triazol-4-yl)amino]-6-oxo-1,6-dihydropyridin-3-yl}pyridin-3-yl)methyl Acetate). Yield: 37.3%. Reaction SMILES: Br[C:2]1[CH:3]=[C:4]([NH:10][C:11]2[N:12]=[N:13][N:14]([CH3:16])[CH:15]=2)[C:5](=[O:9])[N:6]([CH3:8])[CH:7]=1.[C:17]([O:20][CH2:21][C:22]1[C:23]([N:31]2[CH2:42][CH2:41][N:40]3[C:33](=[CH:34][C:35]4[CH2:36][C:37]([CH3:44])([CH3:43])[CH2:38][C:39]=43)[C:32]2=[O:45])=[N:24][CH:25]=[CH:26][C:27]=1B(O)O)(=[O:19])[CH3:18]>>[C:17]([O:20][CH2:21][C:22]1[C:23]([N:31]2[CH2:42][CH2:41][N:40]3[C:33](=[CH:34][C:35]4[CH2:36][C:37]([CH3:44])([CH3:43])[CH2:38][C:39]=43)[C:32]2=[O:45])=[N:24][CH:25]=[CH:26][C:27]=1[C:2]1[CH:3]=[C:4]([NH:10][C:11]2[N:12]=[N:13][N:14]([CH3:16])[CH:15]=2)[C:5](=[O:9])[N:6]([CH3:8])[CH:7]=1)(=[O:19])[CH3:18]. Procedure details: Following the procedure in Example 283b, and starting with 293c (150 mg, 0.53 mmol, 1.0 eq.) and {3-[(acetoxy)methyl]-2-{4,4-dimethyl-9-oxo-1,10-diazatricyclo[6.4.0.02,6]dodeca-2(6),7-dien-10-yl}pyridin-4-yl}boronic acid 199e (629 mg, 1.59 mmol, 3.0 eq.) afforded 293d as a yellow solid (110 mg, 37%). MS-ESI: [M+H]+ 557.4. The reactants are C(C)OC(C(=O)C1=COCC1)=O (Ethyl-2-(4,5-dihydrofuran-3-yl)-2-oxoacetate), C(C)O (Ethanol). Run in ClCCl (Dichloromethane). Conditions: temperature 45 celsius, time 12 hour. Product: C(C)OC(C(=O)C1C(OCC1)OCC)=O (ethyl-2-(2-ethoxytetrahydrofuran-3-yl)-2-oxoacetate). RXN SMILES: [CH2:1]([O:3][C:4](=[O:12])[C:5]([C:7]1[CH2:11][CH2:10][O:9][CH:8]=1)=[O:6])[CH3:2].[CH2:13]([OH:15])[CH3:14]>ClCCl>[CH2:1]([O:3][C:4](=[O:12])[C:5]([CH:7]1[CH2:11][CH2:10][O:9][CH:8]1[O:15][CH2:13][CH3:14])=[O:6])[CH3:2]. Procedure: Ethyl-2-(4,5-dihydrofuran-3-yl)-2-oxoacetate (10 g) was dissolved in Ethanol (50 ml) and Dichloromethane (50 ml). The reaction mass was stirred at 40-50° C. for 12 hrs. Reaction mass was concentrated to residue under vacuum at 40° C. Residue was dissolved in dichloromethane (50 ml) and washed with water (50 ml). Reaction mass was concentrated to residue to get ethyl-2-(2-ethoxytetrahydrofuran-3-yl)-2-oxoacetate (Yield 9.9 g).